This data is from the Open Reaction Database (ORD), a public repository of structured organic reaction records. The task is: describe an organic reaction: reactants, conditions, products, and yield The product is CCNC(=O)N=C(NC(CC1CCCCC1)C(=O)NC1(C#N)CCN(C)CC1)c1ccccc1. Reactants: CCNC(=O)N=C(OC)c1ccccc1, CO, CCN(C(C)C)C(C)C, Cl, Cl, CN1CCC(C#N)(NC(=O)C(N)CC2CCCCC2)CC1. RXN SMILES: [CH2:1]([CH3:2])[NH:3][C:4](=[O:5])[N:6]=[C:7]([c:8]1[cH:9][cH:10][cH:11][cH:12][cH:13]1)[O:14][CH3:15].[CH3:48][OH:49].[CH:39]([N:40]([CH2:41][CH3:42])[CH:43]([CH3:44])[CH3:45])([CH3:46])[CH3:47].[ClH:16].[ClH:17].[NH2:18][CH:19]([C:20](=[O:21])[NH:22][C:23]1([C:30]#[N:31])[CH2:24][CH2:25][N:26]([CH3:29])[CH2:27][CH2:28]1)[CH2:32][CH:33]1[CH2:34][CH2:35][CH2:36][CH2:37][CH2:38]1>>[CH2:1]([CH3:2])[NH:3][C:4](=[O:5])[N:6]=[C:7]([c:8]1[cH:9][cH:10][cH:11][cH:12][cH:13]1)[NH:18][CH:19]([C:20](=[O:21])[NH:22][C:23]1([C:30]#[N:31])[CH2:24][CH2:25][N:26]([CH3:29])[CH2:27][CH2:28]1)[CH2:32][CH:33]1[CH2:34][CH2:35][CH2:36][CH2:37][CH2:38]1. The reactants are CC(NC(=O)OCc1ccccc1)c1cccc(N2CCOC(CNC(=O)OC(C)(C)C)C2)c1, CO, [H][H], [Pd]. The product is CC(N)c1cccc(N2CCOC(CNC(=O)OC(C)(C)C)C2)c1. As a reaction SMILES: [CH2:1]([O:2][C:3](=[O:4])[NH:10][CH:11]([CH3:12])[c:13]1[cH:14][c:15]([N:19]2[CH2:20][CH:21]([CH2:25][NH:26][C:27](=[O:28])[O:29][C:30]([CH3:31])([CH3:32])[CH3:33])[O:22][CH2:23][CH2:24]2)[cH:16][cH:17][cH:18]1)[c:5]1[cH:6][cH:7][cH:8][cH:9][cH:34]1.[CH3:38][OH:39].[H:35][H:36].[Pd:37]>>[NH2:10][CH:11]([CH3:12])[c:13]1[cH:14][c:15]([N:19]2[CH2:20][CH:21]([CH2:25][NH:26][C:27](=[O:28])[O:29][C:30]([CH3:31])([CH3:32])[CH3:33])[O:22][CH2:23][CH2:24]2)[cH:16][cH:17][cH:18]1.